This data is from the Open Reaction Database (ORD), a public repository of structured organic reaction records. The task is: describe an organic reaction: reactants, conditions, products, and yield Reactants: OC=1C=C(C=O)C=CC1 (3-hydroxybenzaldehyde), COCCCOS(=O)(=O)C (methanesulfonic acid 3-methoxypropyl ester). Solvent: CN(C)C=O (DMF). Product: COCCCOC=1C=C(C=O)C=CC1 (3-(3-methoxypropoxy)benzaldehyde). As a reaction SMILES: [OH:1][C:2]1[CH:3]=[C:4]([CH:7]=[CH:8][CH:9]=1)[CH:5]=[O:6].[CH3:10][O:11][CH2:12][CH2:13][CH2:14]OS(C)(=O)=O>CN(C=O)C>[CH3:10][O:11][CH2:12][CH2:13][CH2:14][O:1][C:2]1[CH:3]=[C:4]([CH:7]=[CH:8][CH:9]=1)[CH:5]=[O:6]. Procedure details: Alkylation of 3-hydroxybenzaldehyde (11) with methanesulfonic acid 3-methoxypropyl ester following the method used in Example 34 except that the reaction solvent was DMF gave 3-(3-methoxypropoxy)benzaldehyde as a clear oil. Yield (1.32 g, 55%): 1H NMR (400 MHz, CDCl3) δ 9.97 (s, 1H), 7.40-7.47 (m, 3H), 7.15-7.20 (m, 1H), 4.12 (t, J=6.4 Hz, 2H), 3.56 (t, J=6.2 Hz, 2H), 3.35 (s, 3H), 2.05-2.11 (m, 2H). Starting materials: OC=1C=C(C=CC1)CC(=O)OCC (ethyl 3-hydroxyphenylacetate), FC1=CC=C(C#N)C=C1 (4-fluorobenzonitrile), [OH-].[K+] (potassium hydroxide). Solvent: O (water), CS(=O)C (dimethylsulfoxide). The product is C(#N)C1=CC=C(C=C1)OC=1C=C(C=CC1)CC(=O)OCC (ethyl 3-(4-cyanophenyloxy)phenylacetate). Yield: 49.3%. Reaction SMILES: [OH:1][C:2]1[CH:3]=[C:4]([CH2:8][C:9]([O:11][CH2:12][CH3:13])=[O:10])[CH:5]=[CH:6][CH:7]=1.F[C:15]1[CH:22]=[CH:21][C:18]([C:19]#[N:20])=[CH:17][CH:16]=1.[OH-].[K+]>CS(C)=O.O>[C:19]([C:18]1[CH:21]=[CH:22][C:15]([O:1][C:2]2[CH:3]=[C:4]([CH2:8][C:9]([O:11][CH2:12][CH3:13])=[O:10])[CH:5]=[CH:6][CH:7]=2)=[CH:16][CH:17]=1)#[N:20] |f:2.3|. Procedure details: A solution of ethyl 3-hydroxyphenylacetate (28 g, 0.15 mole) and 4-fluorobenzonitrile (25 g, 0.21 mole) in dimethylsulfoxide (150 ml) was stirred with 87% potassium hydroxide (10 g, 0.15 mole) at 75-80° C. for 80 minutes under nitrogen. The resulting mixture was allowed to cool, diluted with water (1000 ml), and extracted with diethyl ether (2×50 ml). The organic solution was washed with water (100 ml), dried (MgSO4), concentrated in vacuo and the residue eluted on silica gel (500 g) with ethyl ... The reactants are FC(C1=CC=C(C=C1)NC(=O)N1N=C(C(C1)NC(=O)OCC(Cl)(Cl)Cl)C1=CC=C(C=C1)Cl)(F)F (N-(4-trifluoromethylphenyl)-3-(4-chlorophenyl)-4-(N-(2,2,2-trichloroethoxycarbonyl)amino)-4,5-dihydro-1H-pyrazole-1-carboxamide), C(C)(=O)O (acetic acid). The reagents and catalysts are [Zn] (zinc). Solvent: CO (methanol), O1CCCC1 (tetrahydrofuran). Run at time 1 hour. The product is FC(C1=CC=C(C=C1)NC(=O)N1N=C(C(C1)N)C1=CC=C(C=C1)Cl)(F)F (N-(4-trifluoromethylphenyl)-3-(4-chlorophenyl)-4-amino-4,5-dihydro-1H-pyrazole-1-carboxamide). Yield: 43.5%. As a reaction SMILES: [F:1][C:2]([F:34])([F:33])[C:3]1[CH:8]=[CH:7][C:6]([NH:9][C:10]([N:12]2[CH2:16][CH:15]([NH:17]C(OCC(Cl)(Cl)Cl)=O)[C:14]([C:26]3[CH:31]=[CH:30][C:29]([Cl:32])=[CH:28][CH:27]=3)=[N:13]2)=[O:11])=[CH:5][CH:4]=1.C(O)(=O)C>CO.O1CCCC1.[Zn]>[F:34][C:2]([F:1])([F:33])[C:3]1[CH:8]=[CH:7][C:6]([NH:9][C:10]([N:12]2[CH2:16][CH:15]([NH2:17])[C:14]([C:26]3[CH:31]=[CH:30][C:29]([Cl:32])=[CH:28][CH:27]=3)=[N:13]2)=[O:11])=[CH:5][CH:4]=1. Procedure: To 20 g (36 mmole) of N-(4-trifluoromethylphenyl)-3-(4-chlorophenyl)-4-(N-(2,2,2-trichloroethoxycarbonyl)amino)-4,5-dihydro-1H-pyrazole-1-carboxamide (Example 154) in 50 ml of methanol and 50 ml of tetrahydrofuran was added 4.69 g (72 mmole) of zinc dust and 16 g (267 mmole) of acetic acid. After stirring for 1 hour the reaction was filtered, concentrated in vacuo, partitioned between diethyl ether and water, washed with 5% aqueous sodium bicarbonate, washed with brine, dried over anhydrous magn... The reactants are Brc1ccc(-n2c(-c3ccccc3)nc3ccccc32)cc1, COCCOC, [Na+], [Na+], O=C([O-])[O-], OB(O)c1ccc2c(-c3ccccc3)c3ccccc3c(-c3ccccc3)c2c1, c1ccc(P(c2ccccc2)(c2ccccc2)[Pd](P(c2ccccc2)(c2ccccc2)c2ccccc2)(P(c2ccccc2)(c2ccccc2)c2ccccc2)P(c2ccccc2)(c2ccccc2)c2ccccc2)cc1. Yields the product c1ccc(-c2c3ccccc3c(-c3ccccc3)c3cc(-c4ccc(-n5c(-c6ccccc6)nc6ccccc65)cc4)ccc23)cc1. RXN SMILES: [Br:1][c:2]1[cH:3][cH:4][c:5](-[n:8]2[c:9](-[c:17]3[cH:18][cH:19][cH:20][cH:21][cH:22]3)[n:10][c:11]3[c:12]2[cH:13][cH:14][cH:15][cH:16]3)[cH:6][cH:7]1.[CH3:135][O:136][CH2:137][CH2:138][O:139][CH3:140].[Na+:52].[Na+:53].[O-:54][C:55](=[O:56])[O-:57].[c:23]1(-[c:29]2[c:30]3[cH:31][cH:32][cH:33][cH:34][c:35]3[c:36](-[c:46]3[cH:47][cH:48][cH:49][cH:50][cH:51]3)[c:37]3[cH:38][cH:39][c:40]([B:43]([OH:44])[OH:45])[cH:41][c:42]23)[cH:24][cH:25][cH:26][cH:27][cH:28]1.[cH:58]1[cH:59][cH:60][c:61]([P:62]([Pd:63]([P:64]([c:65]2[cH:66][cH:67][cH:68][cH:69][cH:70]2)([c:71]2[cH:72][cH:73][cH:74][cH:75][cH:76]2)[c:77]2[cH:78][cH:79][cH:80][cH:81][cH:82]2)([P:83]([c:84]2[cH:85][cH:86][cH:87][cH:88][cH:89]2)([c:90]2[cH:91][cH:92][cH:93][cH:94][cH:95]2)[c:96]2[cH:97][cH:98][cH:99][cH:100][cH:101]2)[P:102]([c:103]2[cH:104][cH:105][cH:106][cH:107][cH:108]2)([c:109]2[cH:110][cH:111][cH:112][cH:113][cH:114]2)[c:115]2[cH:116][cH:117][cH:118][cH:119][cH:120]2)([c:121]2[cH:122][cH:123][cH:124][cH:125][cH:126]2)[c:127]2[cH:128][cH:129][cH:130][cH:131][cH:132]2)[cH:133][cH:134]1>>[c:2]1(-[c:40]2[cH:39][cH:38][c:37]3[c:36](-[c:46]4[cH:47][cH:48][cH:49][cH:50][cH:51]4)[c:35]4[c:30]([c:29](-[c:23]5[cH:24][cH:25][cH:26][cH:27][cH:28]5)[c:42]3[cH:41]2)[cH:31][cH:32][cH:33][cH:34]4)[cH:3][cH:4][c:5](-[n:8]2[c:9](-[c:17]3[cH:18][cH:19][cH:20][cH:21][cH:22]3)[n:10][c:11]3[c:12]2[cH:13][cH:14][cH:15][cH:16]3)[cH:6][cH:7]1. The reactants are CC1(C2=C(C(C=3C4=CC=C(C=C4NC13)C#N)=O)C=C(C(=C2)N2CCC(CC2)N2CCOCC2)C)C (6,6,9-Trimethyl-8-(4-morpholin-4-yl-piperidin-1-yl)-11-oxo-6,11-dihydro-5H-benzo[b]carbazole-3-carbonitrile), CS(=O)(=O)O (methane sulfonic acid). Solvent: CS(=O)C (DMSO). The product is CS(=O)(=O)O.CC1(C2=C(C(C=3C4=CC=C(C=C4NC13)C#N)=O)C=C(C(=C2)N2CCC(CC2)N2CCOCC2)C)C (6,6,9-trimethyl-8-(4-morpholin-4-yl-piperidin-1-yl)-11-oxo-6,11-dihydro-5H-benzo[b]carbazole-3-carbonitrile methane sulfonic acid salt). Reaction SMILES: [CH3:1][C:2]1([CH3:35])[C:14]2[NH:13][C:12]3[C:7](=[CH:8][CH:9]=[C:10]([C:15]#[N:16])[CH:11]=3)[C:6]=2[C:5](=[O:17])[C:4]2[CH:18]=[C:19]([CH3:34])[C:20]([N:22]3[CH2:27][CH2:26][CH:25]([N:28]4[CH2:33][CH2:32][O:31][CH2:30][CH2:29]4)[CH2:24][CH2:23]3)=[CH:21][C:3]1=2.[CH3:36][S:37]([OH:40])(=[O:39])=[O:38]>CS(C)=O>[CH3:36][S:37]([OH:40])(=[O:39])=[O:38].[CH3:1][C:2]1([CH3:35])[C:14]2[NH:13][C:12]3[C:7](=[CH:8][CH:9]=[C:10]([C:15]#[N:16])[CH:11]=3)[C:6]=2[C:5](=[O:17])[C:4]2[CH:18]=[C:19]([CH3:34])[C:20]([N:22]3[CH2:23][CH2:24][CH:25]([N:28]4[CH2:29][CH2:30][O:31][CH2:32][CH2:33]4)[CH2:26][CH2:27]3)=[CH:21][C:3]1=2 |f:3.4|. Procedure: 6,6,9-Trimethyl-8-(4-morpholin-4-yl-piperidin-1-yl)-11-oxo-6,11-dihydro-5H-benzo[b]carbazole-3-carbonitrile was added with 1.05 eq. of 2 N methane sulfonic acid and DMSO and dissolved therein. After freeze-drying, the mixture was crystallized from ethanol to give 6,6,9-trimethyl-8-(4-morpholin-4-yl-piperidin-1-yl)-11-oxo-6,11-dihydro-5H-benzo[b]carbazole-3-carbonitrile methane sulfonic acid salt. Starting materials: NC(=O)c1ncc(Br)cc1[N+](=O)[O-], CO, [Cl-], [Fe], [NH4+], O. Product: NC(=O)c1ncc(Br)cc1N. RXN SMILES: [Br:1][c:2]1[cH:3][c:4]([N+:11]([O-:12])=[O:13])[c:5]([C:8](=[O:9])[NH2:10])[n:6][cH:7]1.[CH3:16][OH:17].[Cl-:14].[Fe:19].[NH4+:15].[OH2:18]>>[Br:1][c:2]1[cH:3][c:4]([NH2:11])[c:5]([C:8](=[O:9])[NH2:10])[n:6][cH:7]1.